From a dataset of the Open Reaction Database (ORD), a public repository of structured organic reaction records. describe an organic reaction: reactants, conditions, products, and yield The reactants are C(C1=CC=CC=C1)OC(=O)C=1C=C2C(N(C(C2=CC1)=O)C=1C=C(C=CC1)C=1OC2=C(N1)C=CC(=C2)C(=O)O)=O (2-[3-(5-benzyloxycarbonyl-1,3-dioxo-1,3-dihydro-isoindol-2-yl)phenyl]benzoxazole-6-carboxylic acid), C(C(=O)Cl)(=O)Cl (oxalyl chloride). Product: C(C1=CC=CC=C1)OC(=O)C=1C=C2C(N(C(C2=CC1)=O)C1=CC(=CC=C1)C=1OC2=C(N1)C=CC(=C2)C(=O)Cl)=O (2-[3-(6-Chlorocarbonylbenzoxazol-2-yl)phenyl]-1,3-dioxo-2,3-dihydro-1H-isoindole-5-carboxylic acid benzyl ester). RXN SMILES: [CH2:1]([O:8][C:9]([C:11]1[CH:12]=[C:13]2[C:17](=[CH:18][CH:19]=1)[C:16](=[O:20])[N:15]([C:21]1[CH:22]=[C:23]([C:27]3[O:28][C:29]4[CH:35]=[C:34]([C:36](O)=[O:37])[CH:33]=[CH:32][C:30]=4[N:31]=3)[CH:24]=[CH:25][CH:26]=1)[C:14]2=[O:39])=[O:10])[C:2]1[CH:7]=[CH:6][CH:5]=[CH:4][CH:3]=1.C(Cl)(=O)C([Cl:43])=O>>[CH2:1]([O:8][C:9]([C:11]1[CH:12]=[C:13]2[C:17](=[CH:18][CH:19]=1)[C:16](=[O:20])[N:15]([C:21]1[CH:26]=[CH:25][CH:24]=[C:23]([C:27]3[O:28][C:29]4[CH:35]=[C:34]([C:36]([Cl:43])=[O:37])[CH:33]=[CH:32][C:30]=4[N:31]=3)[CH:22]=1)[C:14]2=[O:39])=[O:10])[C:2]1[CH:7]=[CH:6][CH:5]=[CH:4][CH:3]=1. Procedure: Prepared by the method of Example 15a), from 2-[3-(5-benzyloxycarbonyl-1,3-dioxo-1,3-dihydro-isoindol-2-yl)phenyl]benzoxazole-6-carboxylic acid (2.50 g, 5.0 mmol) and oxalyl chloride (2.19 ml, 25 mmol) the subtitle compound was obtained. The product was used directly in the next step without purification. The reactants are NC1[C@@H]2N(C(C(CS2)=C)C(=O)O)C1=O (7-Amino-3-methylenecepham-4-carboxylic acid), CS(=O)(=O)O (methanesulfonic acid). The solvent is CO (methanol). Conditions: time 20 minute. Product: NC1[C@@H]2N(C(C(CS2)O)C(=O)O)C1=O (7-amino-3-hydroxycepham-4-carboxylic acid). Isolated yield 65.0%. RXN SMILES: [NH2:1][CH:2]1[C:13](=[O:14])[N:4]2[CH:5]([C:10]([OH:12])=[O:11])[C:6](=C)[CH2:7][S:8][C@H:3]12.CS(O)(=O)=[O:17]>CO>[NH2:1][CH:2]1[C:13](=[O:14])[N:4]2[CH:5]([C:10]([OH:12])=[O:11])[CH:6]([OH:17])[CH2:7][S:8][C@H:3]12. Procedure: 7-Amino-3-methylenecepham-4-carboxylic acid (107 g.) was dissolved in a solution of methanol (6.4 l.) and methanesulfonic acid (57.7 g.). Ozone was bubbled into the solution at -70° to -75° C. until the starting compound was not detected. After bubbling nitrogen gas into the resultant mixture, sodium methoxide (3.5 g.) was added to the mixture below -65° C. Sodium borohydride (56.7 g.) was added to a solution of sodium hydroxide (14.4 g.) in water (3.2 l), stirred at room temperature for 20 minu... Reactants: NC1=CC(=C(C(=O)O)C=C1)Cl (4-Amino-2-chloro-benzoic acid), C(C)(=O)Cl (acetyl chloride). Run in CO (methanol). Product: COC(C1=C(C=C(C=C1)N)Cl)=O (4-Amino-2-chloro-benzoic Acid Methyl Ester). RXN SMILES: [NH2:1][C:2]1[CH:10]=[CH:9][C:5]([C:6]([OH:8])=[O:7])=[C:4]([Cl:11])[CH:3]=1.[C:12](Cl)(=O)C>CO>[CH3:12][O:7][C:6](=[O:8])[C:5]1[CH:9]=[CH:10][C:2]([NH2:1])=[CH:3][C:4]=1[Cl:11]. Procedure details: A solution of 4-Amino-2-chloro-benzoic acid (5.3 g, 31 mmol) in methanol (100 ml) was treated with acetyl chloride (5 ml) and then heated at reflux for 16 hours. The solvents were evaporated in vacuo. The residue was dissolved in EtOAc, washed with saturated sodium hydrogen carbonate, dried and concentrated in vacuo to yield the title compound as a purple solid, 5.45 g, 95%. Reactants: CCOC(=O)C(C)(Cc1ccc(OCCN2CCCCC2)cc1)S(=O)(=O)c1ccoc1C, CCO, [Na+], [OH-]. Yields the product Cc1occc1S(=O)(=O)C(C)(Cc1ccc(OCCN2CCCCC2)cc1)C(=O)O. RXN SMILES: [CH2:1]([CH3:2])[O:3][C:4]([C:5]([CH2:6][c:7]1[cH:8][cH:9][c:10]([O:13][CH2:14][CH2:15][N:16]2[CH2:17][CH2:18][CH2:19][CH2:20][CH2:21]2)[cH:11][cH:12]1)([S:22](=[O:23])(=[O:24])[c:25]1[c:26]([CH3:30])[o:27][cH:28][cH:29]1)[CH3:31])=[O:32].[CH3:33][CH2:34][OH:35].[Na+:37].[OH-:36]>>[O:3]=[C:4]([C:5]([CH2:6][c:7]1[cH:8][cH:9][c:10]([O:13][CH2:14][CH2:15][N:16]2[CH2:17][CH2:18][CH2:19][CH2:20][CH2:21]2)[cH:11][cH:12]1)([S:22](=[O:23])(=[O:24])[c:25]1[c:26]([CH3:30])[o:27][cH:28][cH:29]1)[CH3:31])[OH:32]. Starting materials: C(C)N=C=NCCCN(C)C (1-ethyl 3-(3-dimethylamino-propyl)-carbodiimide), C(C)(C)NC(C)C (diisopropylamine), BrC1=CC=C(C=C1)CC(=O)O (4-bromo-benzeneacetic acid). The solvent is ClCCl (dichloromethane). Run at time 10 minute. Product: C(C)(C)N(C(CC1=CC=C(C=C1)Br)=O)C(C)C (N,N-bis-(isopropyl)-4-bromo-benzeneacetamide). Reaction SMILES: C(N=C=NCCCN(C)C)C.[CH:12]([NH:15][CH:16]([CH3:18])[CH3:17])([CH3:14])[CH3:13].[Br:19][C:20]1[CH:25]=[CH:24][C:23]([CH2:26][C:27](O)=[O:28])=[CH:22][CH:21]=1>ClCCl>[CH:12]([N:15]([CH:16]([CH3:18])[CH3:17])[C:27](=[O:28])[CH2:26][C:23]1[CH:24]=[CH:25][C:20]([Br:19])=[CH:21][CH:22]=1)([CH3:14])[CH3:13]. Procedure details: 4.21 g of 1-ethyl 3-(3-dimethylamino-propyl)-carbodiimide (EDAC) and 3.08 ml of diisopropylamine were added to a solution of 4.3 g of 4-bromo-benzeneacetic acid (BrPhCH2COOH) in 15 ml of dichloromethane and the mixture was stirred for 10 minutes at ambient temperature. After evaporation under reduced pressure, the crude product was chromatographed on silica, eluting with an ethyl acetate/cyclohexane mixture (2/8) to obtain 3.7 g of product in the form of an oil with a Rf=0.21 ethyl acetate/cyclo... The reactants are COCCOC, [H-], [I-], [Na+], [Na+], BrCc1cccc(Oc2ccccc2)c1, OCC(c1ccccc1)C(F)(F)F. Yields the product FC(F)(F)C(COCc1cccc(Oc2ccccc2)c1)c1ccccc1. RXN SMILES: [CH2:33]([CH2:34][O:35][CH3:36])[O:37][CH3:38].[H-:1].[I-:17].[Na+:16].[Na+:2].[O:18]([c:19]1[cH:20][cH:21][cH:22][cH:23][cH:24]1)[c:25]1[cH:26][c:27]([CH2:28][Br:29])[cH:30][cH:31][cH:32]1.[c:3]1([CH:9]([CH2:10][OH:11])[C:12]([F:13])([F:14])[F:15])[cH:4][cH:5][cH:6][cH:7][cH:8]1>>[c:3]1([CH:9]([CH2:10][O:11][CH2:28][c:27]2[cH:26][c:25]([O:18][c:19]3[cH:20][cH:21][cH:22][cH:23][cH:24]3)[cH:32][cH:31][cH:30]2)[C:12]([F:13])([F:14])[F:15])[cH:4][cH:5][cH:6][cH:7][cH:8]1.